This data is from the Open Reaction Database (ORD), a public repository of structured organic reaction records. The task is: describe an organic reaction: reactants, conditions, products, and yield Run at time 8 hour. Reaction SMILES: [OH:1][C:2]1[CH:7]=[CH:6][C:5](OC)=[CH:4][C:3]=1[C:10](=[O:12])[CH3:11].[CH:13](=O)[CH:14]=[CH:15][C:16]1[CH:21]=[CH:20][CH:19]=[CH:18][CH:17]=1.[OH-].[Na+].Cl.[CH3:26]O>O>[OH:1][C:2]1[CH:7]=[CH:6][C:5]([CH3:26])=[CH:4][C:3]=1[C:10](=[O:12])[CH:11]=[CH:13][CH:14]=[CH:15][C:16]1[CH:21]=[CH:20][CH:19]=[CH:18][CH:17]=1 |f:2.3|. Starting materials: [OH-].[Na+] (sodium hydroxide), Cl (HCl), OC1=C(C=C(C=C1)OC)C(C)=O (2'-Hydroxy-5'-methoxyacetophenone), C(C=CC1=CC=CC=C1)=O (cinnamaldehyde), CO (methanol). Solvent: O (water). Yields the product OC1=C(C=C(C=C1)C)C(C=CC=CC1=CC=CC=C1)=O (1-(2-hydroxy-5-methylphenyl)-5-phenylpenta-2,4-dien-1-one). Reported procedure: 2'-Hydroxy-5'-methoxyacetophenone (4.1 g, 22 mmole) and cinnamaldehyde (3.35 g, 25 mmole) were dissolved in minimum methanol (2.5 mL). Concentrated sodium hydroxide (12.5 mL, 50%) was added, and the mixture was kept on ice for 8 hr. The resultant solid was suspended in water and acidified using HCl (4N). The oil that separated was dissolved in ethanol and crystallized from ethanol/water to give 1-(2-hydroxy-5-methylphenyl)-5-phenylpenta-2,4-dien-1-one (1.2 g) as red-brown powder. Mass (CI--NH3) ...